Dataset: the Open Reaction Database (ORD), a public repository of structured organic reaction records. Task: describe an organic reaction: reactants, conditions, products, and yield Reactants: Cc1c[nH]c2ccc(F)cc12, CI, [K+], CN(C)C=O, [OH-]. Yields the product Cc1cn(C)c2ccc(F)cc12. As a reaction SMILES: [F:1][c:2]1[cH:3][c:4]2[c:5]([CH3:11])[cH:6][nH:7][c:8]2[cH:9][cH:10]1.[I:14][CH3:15].[K+:13].[O:16]=[CH:17][N:18]([CH3:19])[CH3:20].[OH-:12]>>[F:1][c:2]1[cH:3][c:4]2[c:5]([CH3:11])[cH:6][n:7]([CH3:15])[c:8]2[cH:9][cH:10]1. The reactants are O=C([O-])O, CCOC(C)=O, Cl, OCC(O)CF, [Na+], O, Cc1ccc(S(=O)(=O)Cl)cc1, c1ccncc1. The product is Cc1ccc(S(=O)(=O)OCC(O)CF)cc1. RXN SMILES: [C:19](=[O:20])([O-:21])[OH:22].[CH3:31][CH2:32][O:33][C:34](=[O:35])[CH3:36].[ClH:18].[F:12][CH2:13][CH:14]([CH2:15][OH:16])[OH:17].[Na+:23].[OH2:30].[c:1]1([CH3:11])[cH:2][cH:3][c:4]([S:7](=[O:8])(=[O:9])[Cl:10])[cH:5][cH:6]1.[cH:24]1[cH:25][cH:26][n:27][cH:28][cH:29]1>>[c:1]1([CH3:11])[cH:2][cH:3][c:4]([S:7](=[O:8])(=[O:9])[O:16][CH2:15][CH:14]([CH2:13][F:12])[OH:17])[cH:5][cH:6]1. Starting materials: [C-]#N, CC[N+](CC)(CC)CC, COC(C)(C)C, CN(C)C=O, CC1CCN(c2c(-c3ccc(F)cc3Cl)c(Cl)nc3ncnn23)CC1, O. The product is CC1CCN(c2c(-c3ccc(F)cc3Cl)c(C#N)nc3ncnn23)CC1. RXN SMILES: [C-:38]#[N:39].[CH2:40]([N+:41]([CH2:42][CH3:43])([CH2:44][CH3:45])[CH2:46][CH3:47])[CH3:48].[CH3:27][O:28][C:29]([CH3:30])([CH3:31])[CH3:32].[CH3:33][N:34]([CH3:35])[CH:36]=[O:37].[Cl:1][c:2]1[n:3][c:4]2[n:5]([c:6]([N:16]3[CH2:17][CH2:18][CH:19]([CH3:22])[CH2:20][CH2:21]3)[c:7]1-[c:8]1[c:9]([Cl:15])[cH:10][c:11]([F:14])[cH:12][cH:13]1)[n:23][cH:24][n:25]2.[OH2:26]>>[c:2]1([C:33]#[N:34])[n:3][c:4]2[n:5]([c:6]([N:16]3[CH2:17][CH2:18][CH:19]([CH3:22])[CH2:20][CH2:21]3)[c:7]1-[c:8]1[c:9]([Cl:15])[cH:10][c:11]([F:14])[cH:12][cH:13]1)[n:23][cH:24][n:25]2. The reactants are C(C)OC(=O)C=1C(=C2C(=C(N1)C#N)N(C(=C2Cl)Cl)CC2=CC(=CC=C2)F)O (2,3-dichloro-7-cyano-1-(3-fluoro-benzyl)-4-hydroxy-1H-pyrrolo[2,3-c]pyridine-5-carboxylic acid ethyl ester), NCC(=O)O (glycine), C[O-].[Na+].CO (NaOMe HOMe). Product: ClC1=C(C=2C(=C(N=C(C2O)C(=O)NCC(=O)O)C#N)N1CC1=CC(=CC=C1)F)Cl ({[2,3-Dichloro-7-cyano-1-(3-fluoro-benzyl)-4-hydroxy-1H-pyrrolo[2,3-c]pyridine-5-carbonyl]-amino}-acetic acid). Reaction SMILES: C(O[C:4]([C:6]1[C:7]([OH:27])=[C:8]2[C:16]([Cl:17])=[C:15]([Cl:18])[N:14]([CH2:19][C:20]3[CH:25]=[CH:24][CH:23]=[C:22]([F:26])[CH:21]=3)[C:9]2=[C:10]([C:12]#[N:13])[N:11]=1)=[O:5])C.[NH2:28][CH2:29][C:30]([OH:32])=[O:31].C[O-].[Na+].CO>>[Cl:18][C:15]1[N:14]([CH2:19][C:20]2[CH:25]=[CH:24][CH:23]=[C:22]([F:26])[CH:21]=2)[C:9]2=[C:10]([C:12]#[N:13])[N:11]=[C:6]([C:4]([NH:28][CH2:29][C:30]([OH:32])=[O:31])=[O:5])[C:7]([OH:27])=[C:8]2[C:16]=1[Cl:17] |f:2.3.4|. Reported procedure: Prepared in analogy to that of Example 1(e) from 2,3-dichloro-7-cyano-1-(3-fluoro-benzyl)-4-hydroxy-1H-pyrrolo[2,3-c]pyridine-5-carboxylic acid ethyl ester, glycine and NaOMe/HOMe. The title compound, ESI MS (m/z): 437 (M+H)+. Starting materials: CS(=O)(=O)O.CS(=O)(=O)OC(CC1=[N+](C=CC=C1)[O-])C(C)(SC1=CC=C(C=C1)C)C (2-[2-methanesulphonyloxy-3-methyl-3-(4-methylthiophenoxy)butyl]pyridine N-oxide methanesulphonic acid salt), [I-].[Na+] (sodium iodide). Run in CC(=O)C (acetone). Product: IC(CC1=[N+](C=CC=C1)[O-])C(C)(SC1=CC=C(C=C1)C)C (2-[2-iodo-3-methyl-3-(4-methylthiophenoxy)butyl]pyridine N-oxide). Isolated yield 62.1%. RXN SMILES: CS(O)(=O)=O.CS(O[CH:11]([C:20]([CH3:30])([S:22][C:23]1[CH:28]=[CH:27][C:26]([CH3:29])=[CH:25][CH:24]=1)[CH3:21])[CH2:12][C:13]1[CH:18]=[CH:17][CH:16]=[CH:15][N+:14]=1[O-:19])(=O)=O.[I-:31].[Na+]>CC(C)=O>[I:31][CH:11]([C:20]([CH3:30])([S:22][C:23]1[CH:28]=[CH:27][C:26]([CH3:29])=[CH:25][CH:24]=1)[CH3:21])[CH2:12][C:13]1[CH:18]=[CH:17][CH:16]=[CH:15][N+:14]=1[O-:19] |f:0.1,2.3|. Procedure: A solution of 3.35 g of 2-[2-methanesulphonyloxy-3-methyl-3-(4-methylthiophenoxy)butyl]pyridine N-oxide methanesulphonic acid salt and 2.25 g of sodium iodide in 50 ml of acetone was heated under reflux for 2 hours. The mixture was filtered and the filtrate was evaporated. The residue was partitioned between water and dichloromethane and the organic phase was evaporated. The residue was taken up in 50 ml of acetone and heated under reflux for 2 hours with 2.25 g of sodium iodide. The cooled reac... The reactants are ClC1=CC=C(C=C1)N1N=CC(=C1C)C(=O)NC1=CC(=C(C=C1)Cl)[N+](=O)[O-] (1-(4-Chlorophenyl)-N-(4-chloro-3-nitrophenyl)-5-methylpyrazole-4-carboxamide), O1CCN(CC1)C1CCNCC1 (4-morpholinopiperidine), CS(=O)C (dimethyl sulfoxide). The solvent is O (water). Conditions: time 1.5 hour. The product is ClC1=CC=C(C=C1)N1N=CC(=C1C)C(=O)NC1=CC(=C(C=C1)N1CCC(CC1)N1CCOCC1)[N+](=O)[O-] (1-(4-Chlorophenyl)-5-methyl-N-[4-(4-morpholinopiperidin-1-yl)-3-nitrophenyl]pyrazole-4-carboxamide). Yield: 32.6%. Reaction SMILES: [Cl:1][C:2]1[CH:7]=[CH:6][C:5]([N:8]2[C:12]([CH3:13])=[C:11]([C:14]([NH:16][C:17]3[CH:22]=[CH:21][C:20](Cl)=[C:19]([N+:24]([O-:26])=[O:25])[CH:18]=3)=[O:15])[CH:10]=[N:9]2)=[CH:4][CH:3]=1.[O:27]1[CH2:32][CH2:31][N:30]([CH:33]2[CH2:38][CH2:37][NH:36][CH2:35][CH2:34]2)[CH2:29][CH2:28]1.CS(C)=O>O>[Cl:1][C:2]1[CH:7]=[CH:6][C:5]([N:8]2[C:12]([CH3:13])=[C:11]([C:14]([NH:16][C:17]3[CH:22]=[CH:21][C:20]([N:36]4[CH2:37][CH2:38][CH:33]([N:30]5[CH2:31][CH2:32][O:27][CH2:28][CH2:29]5)[CH2:34][CH2:35]4)=[C:19]([N+:24]([O-:26])=[O:25])[CH:18]=3)=[O:15])[CH:10]=[N:9]2)=[CH:4][CH:3]=1. Reported procedure: 1-(4-Chlorophenyl)-N-(4-chloro-3-nitrophenyl)-5-methylpyrazole-4-carboxamide (1.6 g) and 4-morpholinopiperidine (2.4 g) were added to dimethyl sulfoxide (20 ml) and the mixture was stirred at a refluxing temperature for 1.5 h. After cooling to room temperature, water was added and the precipitated solid was collected by filtration and extracted with chloroform. The organic layer was washed with 30% potassium carbonate and saturated brine, and dried over anhydrous sodium sulfate. The solvent was ... The reactants are CN1C2=C(N(C3=C(C1=O)C=CC=N3)CCC)N=C(C=C2)OS(=O)(=O)C(F)(F)F (5,11-dihydro-5-methyl-11-n-propyl-2-trifluoromethanesulfonyloxy-6H-dipyrido[3,2-b:2',3'-e][1,4]diazepin-6-one), N1N=CC=C1 (pyrazole). The product is CN1C2=C(N(C3=C(C1=O)C=CC=N3)CCC)N=C(C=C2)C=2C=NNC2 (5,11-Dihydro-5-methyl-11-n-propyl-2-(4-pyrazolyl)-6H-dipyrido[3,2-b:2',3'-e][1,4]diazepin-6-one). Reaction SMILES: [CH3:1][N:2]1[C:8](=[O:9])[C:7]2[CH:10]=[CH:11][CH:12]=[N:13][C:6]=2[N:5]([CH2:14][CH2:15][CH3:16])[C:4]2[N:17]=[C:18](OS(C(F)(F)F)(=O)=O)[CH:19]=[CH:20][C:3]1=2.[NH:29]1[CH:33]=[CH:32][CH:31]=[N:30]1>>[CH3:1][N:2]1[C:8](=[O:9])[C:7]2[CH:10]=[CH:11][CH:12]=[N:13][C:6]=2[N:5]([CH2:14][CH2:15][CH3:16])[C:4]2[N:17]=[C:18]([C:32]3[CH:33]=[N:29][NH:30][CH:31]=3)[CH:19]=[CH:20][C:3]1=2. Reported procedure: The title compound (mp 206°-207° C.) was prepared from 5,11-dihydro-5-methyl-11-n-propyl-2-trifluoromethanesulfonyloxy-6H-dipyrido[3,2-b:2',3'-e][1,4]diazepin-6-one and 4-stannyl)pyrazole in a manner analogous to that described in Example 1. Starting materials: [N+](=O)(O)[O-] (HNO3), BrC1=CN=CC2=CC=CC=C12 (4-bromoisoquinoline). The solvent is OS(=O)(=O)O (H2SO4), O (water). Reaction conditions: time 3 hour. Product: BrC1=CN=CC2=C(C=CC=C12)[N+](=O)[O-] (4-Bromo-8-nitroisoquinoline). RXN SMILES: [N+:1]([O-:4])(O)=[O:2].[Br:5][C:6]1[C:15]2[C:10](=[CH:11][CH:12]=[CH:13][CH:14]=2)[CH:9]=[N:8][CH:7]=1>OS(O)(=O)=O.O>[Br:5][C:6]1[C:15]2[C:10](=[C:11]([N+:1]([O-:4])=[O:2])[CH:12]=[CH:13][CH:14]=2)[CH:9]=[N:8][CH:7]=1. Procedure: Under argon, at room temperature, 65% HNO3 (200 mmol, 13.85 ml) is added in small portions to a solution of 4-bromoisoquinoline (100 mmol, 21.24 g) in 36N H2SO4 (50 ml). The reaction mixture is stirred for 3 h at room temperature. It is cooled to 0° C. and is then diluted with water. A yellow precipitate forms. It is filtered. The pH of the filtrate is adjusted to pH 10 by slow addition of 5N NaOH. The white precipitate which appears is extracted with CH2Cl2. This organic solution is washed with... Yields the product C1NCCC2=CC(=CC=C12)C(C)=O (1-(1,2,3,4-tetrahydro-isoquinolin-6-yl)-ethanone). The reagents and catalysts are C(C)(=O)[O-].[Pd+2].C(C)(=O)[O-] (palladium acetate). As a reaction SMILES: C(OC([N:8]1[CH2:17][CH2:16][C:15]2[C:10](=[CH:11][CH:12]=[C:13](OS(C(F)(F)F)(=O)=O)[CH:14]=2)[CH2:9]1)=O)(C)(C)C.[CH2:26]([O:30]C=C)[CH2:27]CC.C1(P(C2C=CC=CC=2)CCCP(C2C=CC=CC=2)C2C=CC=CC=2)C=CC=CC=1.C(OC=C)=C.Cl.C(=O)([O-])[O-].[Na+].[Na+]>CN(C=O)C.CCOC(C)=O.C([O-])(=O)C.[Pd+2].C([O-])(=O)C.O>[CH2:9]1[C:10]2[C:15](=[CH:14][C:13]([C:26](=[O:30])[CH3:27])=[CH:12][CH:11]=2)[CH2:16][CH2:17][NH:8]1 |f:5.6.7,10.11.12|. The solvent is CCOC(=O)C (EtOAc), CN(C)C=O (DMF), O (Water). Run at temperature 80 celsius, time 7 hour. Procedure details: To a stirred solution of 6-trifluoromethanesulfonyloxy-3,4-dihydro-1H-isoquinoline-2-carboxylicacid tert-butyl ester (3.81 g, 10 mmol) in dry DMF (30 ml) are added n-butylvinyl ether (6.01 g, 60 mmol, 6.0 eq.), TEA (1.67 ml, 12 mmol, 1.2 eq.), 1,3-bis(diphenylphosphino)propane (144 mg, 0.276 mmol, 0.0276 eq.), and palladium acetate (56.1 mg, 0.25 mmol, 0.025 eq.) under nitrogen. The resulting mixture is stirred at 80° C. for 7 hr. Water (100 ml) is added to quench the reaction, and the mixture i... The reactants are ketone, C([O-])([O-])=O.[Na+].[Na+] (sodium carbonate), C(C)(C)(C)OC(=O)N1CC2=CC=C(C=C2CC1)OS(=O)(=O)C(F)(F)F (6-trifluoromethanesulfonyloxy-3,4-dihydro-1H-isoquinoline-2-carboxylicacid tert-butyl ester), C(CCC)OC=C (n-butylvinyl ether), TEA, C1(=CC=CC=C1)P(CCCP(C1=CC=CC=C1)C1=CC=CC=C1)C1=CC=CC=C1 (1,3-bis(diphenylphosphino)propane), Cl (hydrochloric acid), C(=C)OC=C (vinyl ether).